Dataset: the Open Reaction Database (ORD), a public repository of structured organic reaction records. Task: describe an organic reaction: reactants, conditions, products, and yield Starting materials: C1=C(C=CC2=NC=3C4=NC5=CC(=CC=C5N=C4C4=NC5=CC(=CC=C5N=C4C3N=C12)C(=O)Cl)C(=O)Cl)C(=O)Cl (5,6,11,12,17,18-Hexaazatrinaphthylene 2,8,14-tricarbonyl trichloride), C(CCCCCCCCCCC)OC=1C=C(C(=O)NN)C=C(C1OCCCCCCCCCCCC)OCCCCCCCCCCCC (3,4,5-Tris(dodecanyloxy)benzoichydrazide), C1CCOC1 (THF), ice H2O, three, C1CCOC1 (THF). Run at temperature 0 celsius, time 2 hour. Yields the product C(CCCCCCCCCCC)OC=1C=C(C(=O)N(N)C(=O)C=2C=CC3=NC4=C(C5=NC6=CC=C(C=C6N=C5C5=C4N=C4C=C(C=CC4=N5)C(=O)N(N)C(C5=CC(=C(C(=C5)OCCCCCCCCCCCC)OCCCCCCCCCCCC)OCCCCCCCCCCCC)=O)C(=O)N(N)C(C5=CC(=C(C(=C5)OCCCCCCCCCCCC)OCCCCCCCCCCCC)OCCCCCCCCCCCC)=O)N=C3C2)C=C(C1OCCCCCCCCCCCC)OCCCCCCCCCCCC (N2,N8,N14-Tris[3,4,5-tris(dodecyloxy)benzoyl]diquinoxalino[2,3-a:2′,3′-c]phenazine-2,8,14-tricarbohydrazide). Reaction SMILES: [CH:1]1[C:30]2[C:5](=[N:6][C:7]3[C:8]4[C:17]([C:18]5[C:27]([C:28]=3[N:29]=2)=[N:26][C:25]2[C:20](=[CH:21][C:22]([C:31](Cl)=[O:32])=[CH:23][CH:24]=2)[N:19]=5)=[N:16][C:15]2[C:10](=[CH:11][C:12]([C:34](Cl)=[O:35])=[CH:13][CH:14]=2)[N:9]=4)[CH:4]=[CH:3][C:2]=1[C:37](Cl)=[O:38].[CH2:40]([O:52][C:53]1[CH:54]=[C:55]([CH:60]=[C:61]([O:76][CH2:77][CH2:78][CH2:79][CH2:80][CH2:81][CH2:82][CH2:83][CH2:84][CH2:85][CH2:86][CH2:87][CH3:88])[C:62]=1[O:63][CH2:64][CH2:65][CH2:66][CH2:67][CH2:68][CH2:69][CH2:70][CH2:71][CH2:72][CH2:73][CH2:74][CH3:75])[C:56]([NH:58][NH2:59])=[O:57])[CH2:41][CH2:42][CH2:43][CH2:44][CH2:45][CH2:46][CH2:47][CH2:48][CH2:49][CH2:50][CH3:51].[CH2:89]1[CH2:93][O:92][CH2:91][CH2:90]1>>[CH2:40]([O:52][C:53]1[CH:54]=[C:55]([CH:60]=[C:61]([O:76][CH2:77][CH2:78][CH2:79][CH2:80][CH2:81][CH2:82][CH2:83][CH2:84][CH2:85][CH2:86][CH2:87][CH3:88])[C:62]=1[O:63][CH2:64][CH2:65][CH2:66][CH2:67][CH2:68][CH2:69][CH2:70][CH2:71][CH2:72][CH2:73][CH2:74][CH3:75])[C:56]([N:58]([C:31]([C:22]1[CH:23]=[CH:24][C:25]2[C:20]([CH:21]=1)=[N:19][C:18]1[C:17]3[C:8]([C:7]4[N:6]=[C:5]5[C:30]([CH:1]=[C:2]([C:37]([N:58]([C:56](=[O:57])[C:55]6[CH:60]=[C:61]([O:76][CH2:77][CH2:78][CH2:79][CH2:80][CH2:81][CH2:82][CH2:83][CH2:84][CH2:85][CH2:86][CH2:87][CH3:88])[C:62]([O:63][CH2:64][CH2:65][CH2:66][CH2:67][CH2:68][CH2:69][CH2:70][CH2:71][CH2:72][CH2:73][CH2:74][CH3:75])=[C:53]([O:52][CH2:40][CH2:41][CH2:42][CH2:43][CH2:44][CH2:45][CH2:46][CH2:47][CH2:48][CH2:49][CH2:50][CH3:51])[CH:54]=6)[NH2:59])=[O:38])[CH:3]=[CH:4]5)=[N:29][C:28]=4[C:27]=1[N:26]=2)=[N:9][C:10]1[C:15](=[CH:14][CH:13]=[C:12]([C:34]([N:58]([C:56](=[O:57])[C:55]2[CH:54]=[C:53]([O:52][CH2:40][CH2:41][CH2:42][CH2:43][CH2:44][CH2:45][CH2:46][CH2:47][CH2:48][CH2:49][CH2:50][CH3:51])[C:89]([O:63][CH2:64][CH2:65][CH2:66][CH2:67][CH2:68][CH2:69][CH2:70][CH2:71][CH2:72][CH2:73][CH2:74][CH3:75])=[C:93]([O:92][CH2:91][CH2:90][CH2:86][CH2:85][CH2:84][CH2:83][CH2:82][CH2:81][CH2:80][CH2:79][CH2:78][CH3:77])[CH:60]=2)[NH2:59])=[O:35])[CH:11]=1)[N:16]=3)=[O:32])[NH2:59])=[O:57])[CH2:41][CH2:42][CH2:43][CH2:44][CH2:45][CH2:46][CH2:47][CH2:48][CH2:49][CH2:50][CH3:51]. Reported procedure: The title compound was synthesized according to a modified literature procedure.29 It should be noted that a mixture of the 2,8,14 and 2,8,15 isomers are formed. 5,6,11,12,17,18-Hexaazatrinaphthylene 2,8,14-tricarbonyl trichloride BK1—17 (2.28 g, 3.99 mmol) was dissolved in 80 ml dry THF and placed in a 100 ml three neck round bottom flask. 3,4,5-Tris(dodecanyloxy)benzoichydrazide SM6 (9.07 g, 13.2 mmol), dissolved in 200 ml THF, was placed in a dropping funnel. The apparatus was placed in a dew... Reactants: CCOC(=O)C(CCc1ccccc1)NC1CCCC(c2ccccc2)N(CC(=O)O)C1=O, ClCCl, C=[N+]=[N-]. The product is CCOC(=O)C(CCc1ccccc1)NC1CCCC(c2ccccc2)N(CC(=O)OC)C1=O. RXN SMILES: [C:1](=[O:2])([OH:3])[CH2:4][N:5]1[C:6](=[O:33])[CH:7]([NH:18][CH:19]([CH2:20][CH2:21][c:22]2[cH:23][cH:24][cH:25][cH:26][cH:27]2)[C:28](=[O:29])[O:30][CH2:31][CH3:32])[CH2:8][CH2:9][CH2:10][CH:11]1[c:12]1[cH:13][cH:14][cH:15][cH:16][cH:17]1.[CH2:37]([Cl:38])[Cl:39].[N+:34](=[N-:35])=[CH2:36]>>[C:1](=[O:2])([O:3][CH3:36])[CH2:4][N:5]1[C:6](=[O:33])[CH:7]([NH:18][CH:19]([CH2:20][CH2:21][c:22]2[cH:23][cH:24][cH:25][cH:26][cH:27]2)[C:28](=[O:29])[O:30][CH2:31][CH3:32])[CH2:8][CH2:9][CH2:10][CH:11]1[c:12]1[cH:13][cH:14][cH:15][cH:16][cH:17]1.